Dataset: the Open Reaction Database (ORD), a public repository of structured organic reaction records. Task: describe an organic reaction: reactants, conditions, products, and yield Reactants: CCCCOc1c(CN(C(=O)[O-])C(C)(C)C)n(CC(C)C)c(=O)c2ccc(-c3nc(C)c(C(N)=O)s3)cc12, CCOC(C)=O, Cl. As a reaction SMILES: [C:1]([N:5]([C:2](=[O:3])[O-:4])[CH2:9][c:10]1[n:11]([CH2:35][CH:36]([CH3:37])[CH3:38])[c:12](=[O:34])[c:13]2[cH:14][cH:15][c:16](-[c:25]3[s:26][c:27]([C:31](=[O:32])[NH2:33])[c:28]([CH3:30])[n:29]3)[cH:17][c:18]2[c:19]1[O:20][CH2:21][CH2:22][CH2:23][CH3:24])([CH3:6])([CH3:7])[CH3:8].[CH3:40][CH2:41][O:42][C:43](=[O:44])[CH3:45].[ClH:39]>>[ClH:39].[NH2:5][CH2:9][c:10]1[n:11]([CH2:35][CH:36]([CH3:37])[CH3:38])[c:12](=[O:34])[c:13]2[cH:14][cH:15][c:16](-[c:25]3[s:26][c:27]([C:31](=[O:32])[NH2:33])[c:28]([CH3:30])[n:29]3)[cH:17][c:18]2[c:19]1[O:20][CH2:21][CH2:22][CH2:23][CH3:24]. Yields the product Cl, CCCCOc1c(CN)n(CC(C)C)c(=O)c2ccc(-c3nc(C)c(C(N)=O)s3)cc12. Starting materials: CCO, CC1CN(C(c2ccccc2)c2ccccc2)CC(C)N1CCCN1C(=O)c2ccccc2C1=O, NN. Product: CC1CN(C(c2ccccc2)c2ccccc2)CC(C)N1CCCN. RXN SMILES: [CH3:38][CH2:39][OH:40].[CH:3]([c:4]1[cH:5][cH:6][cH:7][cH:8][cH:9]1)([c:10]1[cH:11][cH:12][cH:13][cH:14][cH:15]1)[N:16]1[CH2:17][CH:18]([CH3:37])[N:19]([CH2:23][CH2:24][CH2:25][N:26]2[C:27](=[O:28])[c:29]3[c:30]([cH:31][cH:32][cH:33][cH:34]3)[C:35]2=[O:36])[CH:20]([CH3:22])[CH2:21]1.[NH2:1][NH2:2]>>[CH:3]([c:4]1[cH:5][cH:6][cH:7][cH:8][cH:9]1)([c:10]1[cH:11][cH:12][cH:13][cH:14][cH:15]1)[N:16]1[CH2:17][CH:18]([CH3:37])[N:19]([CH2:23][CH2:24][CH2:25][NH2:26])[CH:20]([CH3:22])[CH2:21]1. Procedure: Hydrogen chloride (300 mL of a 4 N solution in 1,4-dioxane) was added to a solution of tert-butyl 6-amino-10,11-dihydropyrazino[1′,2′:1,2]imidazo[4,5-c]quinoline-9(8H)-carboxylate (34.74 g, 102.36 mmol) in dichloromethane (300 mL). The reaction was stirred overnight at ambient temperature and then concentrated under reduced pressure. The resulting solid was suspended in dichloromethane, isolated by filtration, and washed sequentially with dichloromethane, diethyl ether, hexane, and diethyl ether... Reaction conditions: time 8 hour. Run in O1CCOCC1 (1,4-dioxane), ClCCl (dichloromethane). RXN SMILES: [ClH:1].[NH2:2][C:3]1[C:12]2[N:13]=[C:14]3[CH2:19][N:18](C(OC(C)(C)C)=O)[CH2:17][CH2:16][N:15]3[C:11]=2[C:10]2[C:5](=[CH:6][CH:7]=[CH:8][CH:9]=2)[N:4]=1>O1CCOCC1.ClCCl>[ClH:1].[CH:9]1[CH:8]=[CH:7][CH:6]=[C:5]2[C:10]=1[C:11]1[N:15]3[CH2:16][CH2:17][NH:18][CH2:19][C:14]3=[N:13][C:12]=1[C:3]([NH2:2])=[N:4]2 |f:4.5|. Product: Cl.C1=C2C3=C(C(=NC2=CC=C1)N)N=C1N3CCNC1 (8,9,10,11-tetrahydropyrazino[1′,2′:1,2]imidazo[4,5-c]quinolin-6-amine hydrochloride). Reactants: Cl (Hydrogen chloride), solution, NC1=NC2=CC=CC=C2C2=C1N=C1N2CCN(C1)C(=O)OC(C)(C)C (tert-butyl 6-amino-10,11-dihydropyrazino[1′,2′:1,2]imidazo[4,5-c]quinoline-9(8H)-carboxylate).